Dataset: the Open Reaction Database (ORD), a public repository of structured organic reaction records. Task: describe an organic reaction: reactants, conditions, products, and yield Reactants: COC(=O)C=1C(=C2C=CN=CC2=CC1)O (5-Hydroxy-6-isoquinolinecarboxylic acid methyl ester), N (ammonia), N (ammonia), steel. Yields the product OC1=C2C=CN=CC2=CC=C1C(=O)N (5-Hydroxy-6-isoquinolinecarboxamide). Reaction SMILES: C[O:2][C:3]([C:5]1[C:6]([OH:15])=[C:7]2[C:12](=[CH:13][CH:14]=1)[CH:11]=[N:10][CH:9]=[CH:8]2)=O.[NH3:16]>>[OH:15][C:6]1[C:5]([C:3]([NH2:16])=[O:2])=[CH:14][CH:13]=[C:12]2[C:7]=1[CH:8]=[CH:9][N:10]=[CH:11]2. Procedure: 5-Hydroxy-6-isoquinolinecarboxylic acid methyl ester as reported by Dyke, S. F. et al., in Tetrahedron 1973, 29(6), 857-62, is reacted with excess ammonia in a steel bomb for 12-18 hr. The excess ammonia is allowed to evaporate and the residue is crystallized from a suitable solvent mix such as ethyl acetate-toluene to give the title compound. Reactants: C(C1=CC=CC=C1)OC([C@@H](NC(CNC(=O)OC(C)(C)C)=O)CC1=CC=CC=C1)=O (N-t-butoxycarbonylglycyl-L-phenylalanine benzyl ester), Cl (hydrochloric acid). The solvent is O1CCOCC1 (dioxane), O1CCOCC1 (dioxane). Product: Cl.C(C1=CC=CC=C1)OC([C@@H](NC(CN)=O)CC1=CC=CC=C1)=O (glycyl-L-phenylalanine benzyl ester hydrochloride). RXN SMILES: [CH2:1]([O:8][C:9](=[O:30])[C@H:10]([CH2:23][C:24]1[CH:29]=[CH:28][CH:27]=[CH:26][CH:25]=1)[NH:11][C:12](=[O:22])[CH2:13][NH:14]C(OC(C)(C)C)=O)[C:2]1[CH:7]=[CH:6][CH:5]=[CH:4][CH:3]=1.[ClH:31]>O1CCOCC1>[ClH:31].[CH2:1]([O:8][C:9](=[O:30])[C@H:10]([CH2:23][C:24]1[CH:25]=[CH:26][CH:27]=[CH:28][CH:29]=1)[NH:11][C:12](=[O:22])[CH2:13][NH2:14])[C:2]1[CH:3]=[CH:4][CH:5]=[CH:6][CH:7]=1 |f:3.4|. Procedure: 13.4 Parts N-t-butoxycarbonylglycyl-L-phenylalanine benzyl ester is dissolved in 200 parts dioxane and treated with a 10 fold excess of 2 N hydrochloric acid in dioxane for 10 minutes. Removal of the solvent under reduced pressure affords pure glycyl-L-phenylalanine benzyl ester hydrochloride.